Task: describe an organic reaction: reactants, conditions, products, and yield. Dataset: the Open Reaction Database (ORD), a public repository of structured organic reaction records The reactants are BrC=1C=C(C=CC1OC)CCNC1=NC=C(C=N1)CC (N-[2-(3-bromo-4-methoxyphenyl)ethyl]-5-ethylpyrimidin-2-amine), FC(C1=CC=C(CBr)C=C1)(F)F (4-trifluoromethyl benzyl bromide). Yields the product BrC1=C(C=CC(=C1)CCN(CC1=CC=C(C=C1)C(F)(F)F)C1=NC=C(C=N1)CC)O (2-Bromo-4-(2-{(5-ethylpyrimidin-2-yl)[4-(trifluoromethyl)benzyl]amino}ethyl)phenol). Reaction SMILES: [Br:1][C:2]1[CH:3]=[C:4]([CH2:10][CH2:11][NH:12][C:13]2[N:18]=[CH:17][C:16]([CH2:19][CH3:20])=[CH:15][N:14]=2)[CH:5]=[CH:6][C:7]=1[O:8]C.[F:21][C:22]([F:32])([F:31])[C:23]1[CH:30]=[CH:29][C:26]([CH2:27]Br)=[CH:25][CH:24]=1>>[Br:1][C:2]1[CH:3]=[C:4]([CH2:10][CH2:11][N:12]([C:13]2[N:18]=[CH:17][C:16]([CH2:19][CH3:20])=[CH:15][N:14]=2)[CH2:27][C:26]2[CH:25]=[CH:24][C:23]([C:22]([F:21])([F:31])[F:32])=[CH:30][CH:29]=2)[CH:5]=[CH:6][C:7]=1[OH:8]. Reported procedure: Similarly prepared from N-[2-(3-bromo-4-methoxyphenyl)ethyl]-5-ethylpyrimidin-2-amine and 4-trifluoromethyl benzyl bromide. The reactants are C(C)(C)(C)OC(=O)N[C@@H]1CC[C@H](CC1)C(=O)O (trans-4-tert-butoxycarbonylamino-cyclohexanecarboxylic acid), CO (methanol). The solvent is C1CCOC1 (THF), C1CCOC1 (THF). Reaction conditions: temperature 0 celsius, time 3 hour. The product is OC[C@@H]1CC[C@H](CC1)NC(OC(C)(C)C)=O (tert-Butyl trans-(4-hydroxymethyl-cyclohexyl)-carbamate). Reaction SMILES: [C:1]([O:5][C:6]([NH:8][C@H:9]1[CH2:14][CH2:13][C@H:12]([C:15](O)=[O:16])[CH2:11][CH2:10]1)=[O:7])([CH3:4])([CH3:3])[CH3:2].CO>C1COCC1>[OH:16][CH2:15][C@H:12]1[CH2:11][CH2:10][C@H:9]([NH:8][C:6](=[O:7])[O:5][C:1]([CH3:3])([CH3:2])[CH3:4])[CH2:14][CH2:13]1. Procedure details: A solution of borane dimethyl sulphide complex (2.85 ml, 30 mmol) in THF (50 ml) was added dropwise at 0° C. to a solution of trans-4-tert-butoxycarbonylamino-cyclohexanecarboxylic acid (2.43 g, 10 mmol) in THF (100 ml). The reaction mixture was stirred at 0° C. for 15 minutes and at room temperature for 3 hours, methanol was cautiously added and the mixture was concentrated. The crude product was repeatedly treated with methanol and concentrated again, and finally dried under a high vacuum. Use...